Dataset: the Open Reaction Database (ORD), a public repository of structured organic reaction records. Task: describe an organic reaction: reactants, conditions, products, and yield Reactants: CCOC(=O)c1cnn(CC#Cc2ccc(-c3onc(C)c3NC(=O)OC(C)c3ccccc3Cl)cc2)c1C(F)(F)F, CO, Cl, [Li+], [OH-], O. The product is Cc1noc(-c2ccc(C#CCn3ncc(C(=O)O)c3C(F)(F)F)cc2)c1NC(=O)OC(C)c1ccccc1Cl. Reaction SMILES: [CH2:1]([CH3:2])[O:3][C:4](=[O:5])[c:6]1[cH:7][n:8][n:9]([CH2:15][C:16]#[C:17][c:18]2[cH:19][cH:20][c:21](-[c:24]3[c:25]([NH:30][C:31](=[O:32])[O:33][CH:34]([CH3:35])[c:36]4[c:37]([Cl:42])[cH:38][cH:39][cH:40][cH:41]4)[c:26]([CH3:29])[n:27][o:28]3)[cH:22][cH:23]2)[c:10]1[C:11]([F:12])([F:13])[F:14].[CH3:43][OH:44].[ClH:47].[Li+:45].[OH-:46].[OH2:48]>>[O:3]=[C:4]([OH:5])[c:6]1[cH:7][n:8][n:9]([CH2:15][C:16]#[C:17][c:18]2[cH:19][cH:20][c:21](-[c:24]3[c:25]([NH:30][C:31](=[O:32])[O:33][CH:34]([CH3:35])[c:36]4[c:37]([Cl:42])[cH:38][cH:39][cH:40][cH:41]4)[c:26]([CH3:29])[n:27][o:28]3)[cH:22][cH:23]2)[c:10]1[C:11]([F:12])([F:13])[F:14]. The reactants are O=C([O-])[O-], CN1CCCC1=O, CCOC(C)=O, Fc1cnc(Cl)nc1, [Cs+], [Cs+], Cc1ncc(F)c(N2CCC(C3CCNCC3)CC2)n1. Yields the product Cc1ncc(F)c(N2CCC(C3CCN(c4ncc(F)cn4)CC3)CC2)n1. RXN SMILES: [C:21](=[O:22])([O-:23])[O-:24].[CH3:35][N:36]1[CH2:37][CH2:38][CH2:39][C:40]1=[O:41].[CH3:42][CH2:43][O:44][C:45](=[O:46])[CH3:47].[Cl:27][c:28]1[n:29][cH:30][c:31]([F:34])[cH:32][n:33]1.[Cs+:25].[Cs+:26].[F:1][c:2]1[c:3]([N:9]2[CH2:10][CH2:11][CH:12]([CH:15]3[CH2:16][CH2:17][NH:18][CH2:19][CH2:20]3)[CH2:13][CH2:14]2)[n:4][c:5]([CH3:8])[n:6][cH:7]1>>[F:1][c:2]1[c:3]([N:9]2[CH2:10][CH2:11][CH:12]([CH:15]3[CH2:16][CH2:17][N:18]([c:28]4[n:29][cH:30][c:31]([F:34])[cH:32][n:33]4)[CH2:19][CH2:20]3)[CH2:13][CH2:14]2)[n:4][c:5]([CH3:8])[n:6][cH:7]1. Starting materials: O=C([O-])[O-], C1COCCO1, CN1C(=O)NCC1C(=O)OC(C)(C)C, COc1ccnc(Cl)n1, [Cs+], [Cs+], O=C(C=Cc1ccccc1)C=Cc1ccccc1, O=C(C=Cc1ccccc1)C=Cc1ccccc1, O=C(C=Cc1ccccc1)C=Cc1ccccc1, O, [Pd], [Pd]. The product is COc1ccnc(N2CC(C(=O)OC(C)(C)C)N(C)C2=O)n1. As a reaction SMILES: [C:24](=[O:25])([O-:26])[O-:27].[CH2:30]1[O:31][CH2:32][CH2:33][O:34][CH2:35]1.[CH3:1][N:2]1[C:3](=[O:14])[NH:4][CH2:5][CH:6]1[C:7](=[O:8])[O:9][C:10]([CH3:11])([CH3:12])[CH3:13].[Cl:15][c:16]1[n:17][cH:18][cH:19][c:20]([O:22][CH3:23])[n:21]1.[Cs+:28].[Cs+:29].[O:39]=[C:40]([CH:41]=[CH:42][c:43]1[cH:44][cH:45][cH:46][cH:47][cH:48]1)[CH:49]=[CH:50][c:51]1[cH:52][cH:53][cH:54][cH:55][cH:56]1.[O:57]=[C:58]([CH:59]=[CH:60][c:61]1[cH:62][cH:63][cH:64][cH:65][cH:66]1)[CH:67]=[CH:68][c:69]1[cH:70][cH:71][cH:72][cH:73][cH:74]1.[O:75]=[C:76]([CH:77]=[CH:78][c:79]1[cH:80][cH:81][cH:82][cH:83][cH:84]1)[CH:85]=[CH:86][c:87]1[cH:88][cH:89][cH:90][cH:91][cH:92]1.[OH2:36].[Pd:37].[Pd:38]>>[CH3:1][N:2]1[C:3](=[O:14])[N:4]([c:16]2[n:17][cH:18][cH:19][c:20]([O:22][CH3:23])[n:21]2)[CH2:5][CH:6]1[C:7](=[O:8])[O:9][C:10]([CH3:11])([CH3:12])[CH3:13]. Reactants: C(C)(=O)[O-].[Na+] (sodium acetate), Br[C@H]1[C@@H](O[C@@H]([C@H]1O)COC(C)=O)N1C(=O)NC(=O)C(=C1)C (2'-deoxy-2'-bromo-5'-O-acetyl-5-methyluridine), [H][H] (hydrogen). Reagents/catalysts: S(=O)(=O)([O-])[O-].[Ba+2].[Pd+2].S(=O)(=O)([O-])[O-] (palladium-barium sulfate). Solvent: CO (methanol). The product is C(C)(=O)OC[C@@H]1[C@H](C[C@@H](O1)N1C(=O)NC(=O)C(C)=C1)O (5'-O-acetylthymidine). The yield is 38.1%. RXN SMILES: Br[C@@H:2]1[C@H:6]([OH:7])[C@@H:5]([CH2:8][O:9][C:10](=[O:12])[CH3:11])[O:4][C@H:3]1[N:13]1[CH:20]=[C:19]([CH3:21])[C:17](=[O:18])[NH:16][C:14]1=[O:15].C([O-])(=O)C.[Na+].[H][H]>CO.S([O-])([O-])(=O)=O.[Ba+2].[Pd+2].S([O-])([O-])(=O)=O>[C:10]([O:9][CH2:8][C@H:5]1[O:4][C@@H:3]([N:13]2[CH:20]=[C:19]([CH3:21])[C:17](=[O:18])[NH:16][C:14]2=[O:15])[CH2:2][C@@H:6]1[OH:7])(=[O:12])[CH3:11] |f:1.2,5.6.7.8|. Procedure details: 12.47 g (28.1 mmol) of 2'-deoxy-2'-bromo-5'-O-acetyl-5-methyluridine were dissolved in 240 ml of methanol, and 6.91 g (3 equivalents) of sodium acetate were added thereto. To the reaction mixture, were added 1.25 g of 5% palladium-barium sulfate catalyst (0.1 equivalent). Then, the reaction system was filled with hydrogen gas and reacted for 24 hours at room temperature. The catalyst was removed from the reaction mixture, 100 ml of water were added, and the reaction mixture was neutralized to ha... Reactants: C1CCOC1, CO, CCOC(=O)C(CC1CCC1)c1cc(Cl)c(OCC(F)(F)F)c(-c2ccc(C(F)(F)F)cc2)c1, [Li+], [OH-], O, O. Product: O=C(O)C(CC1CCC1)c1cc(Cl)c(OCC(F)(F)F)c(-c2ccc(C(F)(F)F)cc2)c1. Reaction SMILES: [CH2:40]1[O:41][CH2:42][CH2:43][CH2:44]1.[CH3:38][OH:39].[Cl:1][c:2]1[cH:3][c:4]([CH:24]([C:25](=[O:26])[O:27][CH2:28][CH3:29])[CH2:30][CH:31]2[CH2:32][CH2:33][CH2:34]2)[cH:5][c:6](-[c:14]2[cH:15][cH:16][c:17]([C:20]([F:21])([F:22])[F:23])[cH:18][cH:19]2)[c:7]1[O:8][CH2:9][C:10]([F:11])([F:12])[F:13].[Li+:37].[OH-:36].[OH2:35].[OH2:45]>>[Cl:1][c:2]1[cH:3][c:4]([CH:24]([C:25](=[O:26])[OH:27])[CH2:30][CH:31]2[CH2:32][CH2:33][CH2:34]2)[cH:5][c:6](-[c:14]2[cH:15][cH:16][c:17]([C:20]([F:21])([F:22])[F:23])[cH:18][cH:19]2)[c:7]1[O:8][CH2:9][C:10]([F:11])([F:12])[F:13].